Dataset: the Open Reaction Database (ORD), a public repository of structured organic reaction records. Task: describe an organic reaction: reactants, conditions, products, and yield Starting materials: CCOc1cc(Br)ccc1O, O=C([O-])[O-], CCCOCCCl, [I-], [K+], [K+], [Na+], CN(C)C=O, O. The product is CCCOCCOc1ccc(Br)cc1OCC. As a reaction SMILES: [Br:1][c:2]1[cH:3][c:4]([O:9][CH2:10][CH3:11])[c:5]([OH:8])[cH:6][cH:7]1.[C:12](=[O:13])([O-:14])[O-:15].[Cl:20][CH2:21][CH2:22][O:23][CH2:24][CH2:25][CH3:26].[I-:19].[K+:16].[K+:17].[Na+:18].[O:27]=[CH:28][N:29]([CH3:30])[CH3:31].[OH2:32]>>[Br:1][c:2]1[cH:3][c:4]([O:9][CH2:10][CH3:11])[c:5]([O:8][CH2:21][CH2:22][O:23][CH2:24][CH2:25][CH3:26])[cH:6][cH:7]1. Reported procedure: A 1M solution of DIBAL-H in toluene (150 ml, 150 mmol) was added dropwise, at −70° C. over 30 min, to a stirred solution of 3,3-bis-(4-bromophenyl)-acrylic acid ethyl ester (24.5 g, 59.7 mmol) in dry THF (400 ml) and stirred for 30 min. The mixture was warmed to room temperature, and stirred for 1.5 h. The mixture was poured into 1N HCl (700 ml) with vigorous stirring and the product extracted with ethyl acetate (3×200 ml). The combined organic extracts were washed with brine, dried (MgSO4), and... Reactants: solution, CC(C)C[AlH]CC(C)C (DIBAL-H), C1(=CC=CC=C1)C (toluene), C(C)OC(C=C(C1=CC=C(C=C1)Br)C1=CC=C(C=C1)Br)=O (3,3-bis-(4-bromophenyl)-acrylic acid ethyl ester), Cl (HCl). The solvent is C1CCOC1 (THF). Isolated yield 71.9%. As a reaction SMILES: CC(C[AlH]CC(C)C)C.C1(C)C=CC=CC=1.C([O:19][C:20](=O)[CH:21]=[C:22]([C:30]1[CH:35]=[CH:34][C:33]([Br:36])=[CH:32][CH:31]=1)[C:23]1[CH:28]=[CH:27][C:26]([Br:29])=[CH:25][CH:24]=1)C.Cl>C1COCC1>[Br:29][C:26]1[CH:27]=[CH:28][C:23]([C:22]([C:30]2[CH:31]=[CH:32][C:33]([Br:36])=[CH:34][CH:35]=2)=[CH:21][CH2:20][OH:19])=[CH:24][CH:25]=1. Run at time 30 minute. Product: BrC1=CC=C(C=C1)C(=CCO)C1=CC=C(C=C1)Br (3,3-bis-(4-bromophenyl)prop-2-en-1-ol). Product: COc1cc(C(C)C)c(OC(C#N)C(N(C)C)N(C)C)cc1I. RXN SMILES: [C:17]([O:18][CH:22]([N:23]([CH3:24])[CH3:25])[N:26]([CH3:27])[CH3:28])([CH3:19])([CH3:20])[CH3:21].[I:1][c:2]1[c:3]([O:15][CH3:16])[cH:4][c:5]([CH:12]([CH3:13])[CH3:14])[c:6]([O:7][CH2:8][C:9]#[N:10])[cH:11]1.[O:29]=[CH:30][N:31]([CH3:32])[CH3:33]>>[I:1][c:2]1[c:3]([O:15][CH3:16])[cH:4][c:5]([CH:12]([CH3:13])[CH3:14])[c:6]([O:7][CH:8]([C:9]#[N:10])[CH:22]([N:23]([CH3:24])[CH3:25])[N:26]([CH3:27])[CH3:28])[cH:11]1. The reactants are CN(C)C(OC(C)(C)C)N(C)C, COc1cc(C(C)C)c(OCC#N)cc1I, CN(C)C=O. Reactants: FC(C(=O)O)(F)F.COC(=O)[C@H]1NC[C@H](C1)N=[N+]=[N-] ((2S,4S)-4-azido-pyrrolidine-2-carboxylic acid methyl ester trifluoroacetate salt), COC(=O)[C@H]1N(C[C@H](C1)N)CC1CCCCC1 ((2S,4S)-4-amino-1-cyclohexylmethyl-pyrrolidine-2-carboxylic acid methyl ester). The product is COC(=O)[C@H]1N(C[C@H](C1)N)CCC(C)(C)C ((2S,4S)-4-Amino-1-(3,3-dimethyl-butyl)-pyrrolidine-2-carboxylic acid methyl ester). RXN SMILES: F[C:2](F)(F)C(O)=O.[CH3:8][O:9][C:10]([C@@H:12]1[CH2:16][C@H:15]([N:17]=[N+]=[N-])[CH2:14][NH:13]1)=[O:11].COC([C@@H]1C[C@H](N)CN1[CH2:30][CH:31]1[CH2:36][CH2:35]CC[CH2:32]1)=O>>[CH3:8][O:9][C:10]([C@@H:12]1[CH2:16][C@H:15]([NH2:17])[CH2:14][N:13]1[CH2:35][CH2:36][C:31]([CH3:2])([CH3:32])[CH3:30])=[O:11] |f:0.1|. Procedure: (2S,4S)-4-Amino-1-(3,3-dimethyl-butyl)-pyrrolidine-2-carboxylic acid methyl ester was prepared from (2S,4S)-4-azido-pyrrolidine-2-carboxylic acid methyl ester trifluoroacetate salt in a similar reaction sequence used in the preparation of (2S,4S)-4-amino-1-cyclohexylmethyl-pyrrolidine-2-carboxylic acid methyl ester. MS calcd. for C12H25N2O2 [(M+H)+] 229, obsd. 229. The reactants are C(C)C(CC)N1CCC(CC1)C(=N)NO (1-(1-ethylpropyl)-N-hydroxypiperidine-4-carboxamidine), C1(=CC=CC=C1)C1=CC=C(C(=O)Cl)C=C1 (4-phenylbenzoyl chloride). Product: C1(=CC=C(C=C1)C1=NC(=NO1)C1CCN(CC1)C(CC)CC)C1=CC=CC=C1 (4-(5-Biphenyl-4-yl[1,2,4]oxadiazol-3-yl)-1-(1-ethylpropyl)piperidine). Reaction SMILES: [CH2:1]([CH:3]([N:6]1[CH2:11][CH2:10][CH:9]([C:12]([NH:14][OH:15])=[NH:13])[CH2:8][CH2:7]1)[CH2:4][CH3:5])[CH3:2].[C:16]1([C:22]2[CH:30]=[CH:29][C:25]([C:26](Cl)=O)=[CH:24][CH:23]=2)[CH:21]=[CH:20][CH:19]=[CH:18][CH:17]=1>>[C:22]1([C:16]2[CH:17]=[CH:18][CH:19]=[CH:20][CH:21]=2)[CH:23]=[CH:24][C:25]([C:26]2[O:15][N:14]=[C:12]([CH:9]3[CH2:10][CH2:11][N:6]([CH:3]([CH2:4][CH3:5])[CH2:1][CH3:2])[CH2:7][CH2:8]3)[N:13]=2)=[CH:29][CH:30]=1. Procedure details: The title compound was prepared by a similar procedure to that described in Example 35a, starting from 1-(1-ethylpropyl)-N-hydroxypiperidine-4-carboxamidine and 4-phenylbenzoyl chloride.